This data is from the Open Reaction Database (ORD), a public repository of structured organic reaction records. The task is: describe an organic reaction: reactants, conditions, products, and yield Starting materials: CCOC(C)=O, Cl, CC(OC1CN(C(=O)OC(C)(C)C)CC1c1ccc(F)cc1)c1cc(C(F)(F)F)cc(C(F)(F)F)c1. Product: Cl, CC(OC1CNCC1c1ccc(F)cc1)c1cc(C(F)(F)F)cc(C(F)(F)F)c1. As a reaction SMILES: [CH3:38][CH2:39][O:40][C:41]([CH3:42])=[O:43].[ClH:37].[F:1][C:2]([c:3]1[cH:4][c:5]([CH:13]([CH3:14])[O:15][CH:16]2[CH2:17][N:18]([C:28]([O:29][C:30]([CH3:31])([CH3:32])[CH3:33])=[O:34])[CH2:19][CH:20]2[c:21]2[cH:22][cH:23][c:24]([F:27])[cH:25][cH:26]2)[cH:6][c:7]([C:9]([F:10])([F:11])[F:12])[cH:8]1)([F:35])[F:36]>>[ClH:37].[F:1][C:2]([c:3]1[cH:4][c:5]([CH:13]([CH3:14])[O:15][CH:16]2[CH2:17][NH:18][CH2:19][CH:20]2[c:21]2[cH:22][cH:23][c:24]([F:27])[cH:25][cH:26]2)[cH:6][c:7]([C:9]([F:10])([F:11])[F:12])[cH:8]1)([F:35])[F:36].